Task: describe an organic reaction: reactants, conditions, products, and yield. Dataset: the Open Reaction Database (ORD), a public repository of structured organic reaction records Product: O=C(Cl)Cc1ccc2ccccc2c1. RXN SMILES: [CH2:26]([Cl:27])[Cl:28].[Cl:15][C:16]([C:17]([Cl:18])=[O:19])=[O:20].[O:21]=[CH:22][N:23]([CH3:24])[CH3:25].[OH:1][C:2](=[O:3])[CH2:4][c:5]1[cH:6][cH:7][c:8]2[cH:9][cH:10][cH:11][cH:12][c:13]2[cH:14]1>>[O:1]=[C:2]([CH2:4][c:5]1[cH:6][cH:7][c:8]2[cH:9][cH:10][cH:11][cH:12][c:13]2[cH:14]1)[Cl:15]. The reactants are ClCCl, O=C(Cl)C(=O)Cl, CN(C)C=O, O=C(O)Cc1ccc2ccccc2c1.